Dataset: the Open Reaction Database (ORD), a public repository of structured organic reaction records. Task: describe an organic reaction: reactants, conditions, products, and yield The reactants are CC1=C(N=C(S1)CCC1=CC=C(C=C1)/C=C/CO)C1=CC=CC=C1 ((E)-3-[4-[2-(5-Methyl-4-phenyl-2-thiazolyl)ethyl]phenyl]-2-propenol). Reagents/catalysts: [O-2].[O-2].[Mn+4] (manganese dioxide). Yields the product CC1=C(N=C(S1)CCC1=CC=C(C=CC=O)C=C1)C1=CC=CC=C1 (4-[2-(5-methyl-4-phenyl-2-thiazolyl)ethyl]cinnamaldehyde). As a reaction SMILES: [CH3:1][C:2]1[S:6][C:5]([CH2:7][CH2:8][C:9]2[CH:14]=[CH:13][C:12](/[CH:15]=[CH:16]/[CH2:17][OH:18])=[CH:11][CH:10]=2)=[N:4][C:3]=1[C:19]1[CH:24]=[CH:23][CH:22]=[CH:21][CH:20]=1>[O-2].[O-2].[Mn+4]>[CH3:1][C:2]1[S:6][C:5]([CH2:7][CH2:8][C:9]2[CH:14]=[CH:13][C:12]([CH:15]=[CH:16][CH:17]=[O:18])=[CH:11][CH:10]=2)=[N:4][C:3]=1[C:19]1[CH:24]=[CH:23][CH:22]=[CH:21][CH:20]=1 |f:1.2.3|. Procedure: (E)-3-[4-[2-(5-Methyl-4-phenyl-2-thiazolyl)ethyl]phenyl]-2-propenol was oxidized with activated manganese dioxide in the same manner as in Reference Example 25 to yield 4-[2-(5-methyl-4-phenyl-2-thiazolyl)ethyl]cinnamaldehyde, which was then recrystallized from ethyl acetate-hexane to yield colorless prisms having a melting point of 94°-95° C.